This data is from the Open Reaction Database (ORD), a public repository of structured organic reaction records. The task is: describe an organic reaction: reactants, conditions, products, and yield Yields the product C(=O)(O)[C@@H]1N(CCC1)C(COC1=CC(=C(OCC(=O)N2[C@H](CCC2)C(=O)O)C=C1)Cl)=O ((R)-1-[[4-[2-[(R)-2-Carboxy-pyrrolidin-1-yl]-2-oxo-ethoxy]-2-chloro-phenoxy]-acetyl]-pyrrolidine-2-carboxylic acid). The reactants are C(C)(C)(C)OC(=O)[C@@H]1N(CCC1)C(COC1=C(C=C(C=C1)OCC(=O)N1[C@H](CCC1)C(=O)OC(C)(C)C)Cl)=O ((R)-1-[[4-[2-[(R)-2-tert-butoxycarbonyl-pyrrolidin-1-yl]-2-oxo-ethoxy]-2-chloro-phenoxy]-acetyl]-pyrrolidine-2-carboxylic acid tert-butyl ester). Run at time 8 hour. Run in FC(C(=O)O)(F)F (trifluoroacetic acid). Procedure: A solution of 140 mg (0.25 mmol) (R)-1-[[4-[2-[(R)-2-tert-butoxycarbonyl-pyrrolidin-1-yl]-2-oxo-ethoxy]-2-chloro-phenoxy]-acetyl]-pyrrolidine-2-carboxylic acid tert-butyl ester in 1.5 ml trifluoroacetic acid was stirred for 4 h at room temperature. The solvent was removed in vacuo and the residue suspended in 10 ml ether. The resulting suspension was stirred overnight. Filtration and drying gave 126 mg (quantitative) of the title compound as a white powder. Reaction SMILES: C([O:5][C:6]([C@H:8]1[CH2:12][CH2:11][CH2:10][N:9]1[C:13](=[O:39])[CH2:14][O:15][C:16]1[CH:21]=[CH:20][C:19]([O:22][CH2:23][C:24]([N:26]2[CH2:30][CH2:29][CH2:28][C@@H:27]2[C:31]([O:33]C(C)(C)C)=[O:32])=[O:25])=[CH:18][C:17]=1[Cl:38])=[O:7])(C)(C)C>FC(F)(F)C(O)=O>[C:31]([C@H:27]1[CH2:28][CH2:29][CH2:30][N:26]1[C:24](=[O:25])[CH2:23][O:22][C:19]1[CH:20]=[CH:21][C:16]([O:15][CH2:14][C:13]([N:9]2[CH2:10][CH2:11][CH2:12][C@@H:8]2[C:6]([OH:7])=[O:5])=[O:39])=[C:17]([Cl:38])[CH:18]=1)([OH:33])=[O:32]. Starting materials: C([O-])([O-])=O.[K+].[K+] (potassium carbonate), BrC=1C=C(CN(C(OC(C)(C)C)=O)C)C=CC1 (tert-butyl (3-bromobenzyl)-N-methylcarbamate), OC1=CC=C(C=C1)B(O)O (4-hydroxybenzeneboronic acid). Reagents/catalysts: C1(=CC=CC=C1)P(C1=CC=CC=C1)(C1=CC=CC=C1)[Pd](P(C1=CC=CC=C1)(C1=CC=CC=C1)C1=CC=CC=C1)(P(C1=CC=CC=C1)(C1=CC=CC=C1)C1=CC=CC=C1)P(C1=CC=CC=C1)(C1=CC=CC=C1)C1=CC=CC=C1 (tetrakis(triphenylphosphino)palladium). Solvent: COCCOC (ethylene glycol dimethyl ether), O (water). Run at temperature 80 celsius. Yields the product OC1=CC=C(C=C1)C1=CC(=CC=C1)CN(C(OC(C)(C)C)=O)C (tert-butyl (4′-hydroxybiphenyl-3-ylmethyl)methylcarbamate). Yield: 67.7%. RXN SMILES: C(=O)([O-])[O-].[K+].[K+].Br[C:8]1[CH:9]=[C:10]([CH:21]=[CH:22][CH:23]=1)[CH2:11][N:12]([CH3:20])[C:13](=[O:19])[O:14][C:15]([CH3:18])([CH3:17])[CH3:16].[OH:24][C:25]1[CH:30]=[CH:29][C:28](B(O)O)=[CH:27][CH:26]=1>COCCOC.O.C1(P([Pd](P(C2C=CC=CC=2)(C2C=CC=CC=2)C2C=CC=CC=2)(P(C2C=CC=CC=2)(C2C=CC=CC=2)C2C=CC=CC=2)P(C2C=CC=CC=2)(C2C=CC=CC=2)C2C=CC=CC=2)(C2C=CC=CC=2)C2C=CC=CC=2)C=CC=CC=1>[OH:24][C:25]1[CH:30]=[CH:29][C:28]([C:8]2[CH:23]=[CH:22][CH:21]=[C:10]([CH2:11][N:12]([CH3:20])[C:13](=[O:19])[O:14][C:15]([CH3:18])([CH3:17])[CH3:16])[CH:9]=2)=[CH:27][CH:26]=1 |f:0.1.2|. Reported procedure: 41.6 ml (83.2 mmol) of aqueous 2M potassium carbonate solution are added dropwise to a solution of 10 g (33 mmol) of tert-butyl (3-bromobenzyl)-N-methylcarbamate and 8.3 g (60 mmol) of 4-hydroxybenzeneboronic acid in 100 ml of ethylene glycol dimethyl ether. The reaction medium is degassed and 1.9 g (1.7 mmol) of tetrakis(triphenylphosphino)palladium are added. After heating for 12 hours at 80° C., the reaction medium is cooled, diluted with water and extracted with ethyl acetate. The organic ph... Reactants: [Li]CCCC, C1CCOC1, COc1ccc2c(C(=O)c3ccc([N+](=O)[O-])cc3)ccnc2c1, C[P+](c1ccccc1)(c1ccccc1)c1ccccc1, [Cl-]. Product: C=C(c1ccc([N+](=O)[O-])cc1)c1ccnc2cc(OC)ccc12. RXN SMILES: [CH2:22]([Li:23])[CH2:24][CH2:25][CH3:26].[CH2:50]1[O:51][CH2:52][CH2:53][CH2:54]1.[CH3:27][O:28][c:29]1[cH:30][cH:31][c:32]2[c:33]([C:39](=[O:40])[c:41]3[cH:42][cH:43][c:44]([N+:47](=[O:48])[O-:49])[cH:45][cH:46]3)[cH:34][cH:35][n:36][c:37]2[cH:38]1.[CH3:2][P+:3]([c:4]1[cH:5][cH:6][cH:7][cH:8][cH:9]1)([c:10]1[cH:11][cH:12][cH:13][cH:14][cH:15]1)[c:16]1[cH:17][cH:18][cH:19][cH:20][cH:21]1.[Cl-:1]>>[CH2:2]=[C:39]([c:33]1[c:32]2[cH:31][cH:30][c:29]([O:28][CH3:27])[cH:38][c:37]2[n:36][cH:35][cH:34]1)[c:41]1[cH:42][cH:43][c:44]([N+:47](=[O:48])[O-:49])[cH:45][cH:46]1. Reported procedure: 0.46 Gram of 2-chlorobenzimidazole, 0.2 g of thiourea and 10 ml of ethanol were mixed together and the mixture was refluxed for 2 hours. To this reaction mixture was added 0.62 g of 4-allyloxy-8-bromo-3-methyl-5,6,7,8-tetrahydroquinoline and 0.3 g of sodium hydroxide, then the whole reaction mixture was refluxed for 5 hours. After the reaction was completed, ethanol was removed by evaporation, and to the residue thus obtained was added water and then extracted with chloroform, and the chloroform... Reactants: ClC=1NC2=C(N1)C=CC=C2 (2-chlorobenzimidazole), NC(=S)N (thiourea), C(C=C)OC1=C(C=NC=2C(CCCC12)Br)C (4-allyloxy-8-bromo-3-methyl-5,6,7,8-tetrahydroquinoline), [OH-].[Na+] (sodium hydroxide). Reaction SMILES: Cl[C:2]1[NH:3][C:4]2[CH:10]=[CH:9][CH:8]=[CH:7][C:5]=2[N:6]=1.NC(N)=[S:13].[CH2:15]([O:18][C:19]1[C:28]2[CH2:27][CH2:26][CH2:25][CH:24](Br)[C:23]=2[N:22]=[CH:21][C:20]=1[CH3:30])[CH:16]=[CH2:17].[OH-].[Na+]>O.C(O)C>[CH2:15]([O:18][C:19]1[C:28]2[CH2:27][CH2:26][CH2:25][CH:24]([S:13][C:2]3[NH:3][C:4]4[CH:10]=[CH:9][CH:8]=[CH:7][C:5]=4[N:6]=3)[C:23]=2[N:22]=[CH:21][C:20]=1[CH3:30])[CH:16]=[CH2:17] |f:3.4|. Run in O (water), C(C)O (ethanol). Product: C(C=C)OC1=C(C=NC=2C(CCCC12)SC=1NC2=C(N1)C=CC=C2)C (4-allyloxy-8-(2-benzimidazolyl)thio-3-methyl-5,6,7,8-tetrahydroquinoline).